This data is from the Open Reaction Database (ORD), a public repository of structured organic reaction records. The task is: describe an organic reaction: reactants, conditions, products, and yield Reactants: ClC1=CC=C(C(=O)C=2C=CC=C3C(C(NC23)=O)SC)C=C1 (7-(4-chlorobenzoyl)-3-methylthioindolin-2-one), Raney nickel water. Run in O1CCCC1 (tetrahydrofuran). Yields the product ClC1=CC=C(C(=O)C=2C=CC=C3CC(NC23)=O)C=C1 (7-(4-Chlorobenzoyl)indolin-2-one). Yield: 93.0%. As a reaction SMILES: [Cl:1][C:2]1[CH:21]=[CH:20][C:5]([C:6]([C:8]2[CH:9]=[CH:10][CH:11]=[C:12]3[C:16]=2[NH:15][C:14](=[O:17])[CH:13]3SC)=[O:7])=[CH:4][CH:3]=1>O1CCCC1>[Cl:1][C:2]1[CH:3]=[CH:4][C:5]([C:6]([C:8]2[CH:9]=[CH:10][CH:11]=[C:12]3[C:16]=2[NH:15][C:14](=[O:17])[CH2:13]3)=[O:7])=[CH:20][CH:21]=1. Procedure details: A stirred solution of 9 g. (0.028 mole) of 7-(4-chlorobenzoyl)-3-methylthioindolin-2-one in 180 ml. of tetrahydrofuran was treated over a two-hour period with 45 g. of a commercial Raney nickel water suspension. After the addition was complete the mixture was filtered. A drop of concentrated hydrochloric acid was added to the filtrate which removed some color and the resulting solution was then stripped under water pump vacuum to yield a cream color material. Recrystallization from toluene gave ... Starting materials: B(F)(F)F.CCOCC (boron trifluoride etherate), COC1=CC=C(C=C1)C1C(=C(C2=CC=CC=C12)C1=CC2=C(C=C1)OCO2)C(=O)OCC (Ethyl (RS)-1-(4-Methoxyphenyl)-3-(3,4-methylenedioxyphenyl)indene-2-carboxylate), OC1(C(=C(C2=CC=CC=C12)C1=CC2=C(C=C1)OCO2)C(=O)OCC)C2=CC=C(C=C2)OC (ethyl (1RS)-1-hydroxy-1-(4-methoxyphenyl)-3-(3,4-methylenedioxyphenyl)-indene-2-carboxylate), C(C)[SiH](CC)CC (triethylsilane). Solvent: C(Cl)Cl (CH2Cl2). Reaction conditions: temperature 0 celsius, time 10 minute. Yields the product COC1=CC=C(C=C1)C1C(C(C2=CC=CC=C12)C1=CC2=C(C=C1)OCO2)C(=O)O ((1RS,2SR,3SR)-1-(4-Methoxyphenyl)-3-(3,4-methylenedioxyphenyl)indane-2-carboxylic acid), solid. Isolated yield 94.0%. Reaction SMILES: [CH3:1][O:2][C:3]1[CH:8]=[CH:7][C:6]([CH:9]2[C:17]3[C:12](=[CH:13][CH:14]=[CH:15][CH:16]=3)[C:11]([C:18]3[CH:23]=[CH:22][C:21]4[O:24][CH2:25][O:26][C:20]=4[CH:19]=3)=[C:10]2[C:27]([O:29]CC)=[O:28])=[CH:5][CH:4]=1.OC1(C2C=CC(OC)=CC=2)C2C(=CC=CC=2)C(C2C=CC3OCOC=3C=2)=C1C(OCC)=O.C([SiH](CC)CC)C.B(F)(F)F.CCOCC>C(Cl)Cl>[CH3:1][O:2][C:3]1[CH:8]=[CH:7][C:6]([CH:9]2[C:17]3[C:12](=[CH:13][CH:14]=[CH:15][CH:16]=3)[CH:11]([C:18]3[CH:23]=[CH:22][C:21]4[O:24][CH2:25][O:26][C:20]=4[CH:19]=3)[CH:10]2[C:27]([OH:29])=[O:28])=[CH:5][CH:4]=1 |f:3.4|. Procedure details: Ethyl (RS)-1-(4-Methoxyphenyl)-3-(3,4-methylenedioxyphenyl)indene-2-carboxylate. To a solution of ethyl (1RS)-1-hydroxy-1-(4-methoxyphenyl)-3-(3,4-methylenedioxyphenyl)-indene-2-carboxylate (0.80 g, 1.9 mmol) in CH2Cl2 (10 ml) at 0° C. under an argon atmosphere was added triethylsilane (0.28 g, 2.4 mmol), followed by boron trifluoride etherate (1 ml, 8.1 mmol). The resulting solution was stirred at 0° C. for 10 min, and was then partitioned between EtOAc and 3M HCl. The organic extract was washe... The reactants are CCOC(=O)c1c(-c2ccc(-c3ccccc3C#N)cc2)c(C#N)c(CC)n1C, C1CCOC1, CO, [Li+], [OH-]. The product is CCc1c(C#N)c(-c2ccc(-c3ccccc3C#N)cc2)c(C(=O)O)n1C. As a reaction SMILES: [C:1](#[N:2])[c:3]1[c:4](-[c:16]2[cH:17][cH:18][c:19](-[c:22]3[c:23]([C:28]#[N:29])[cH:24][cH:25][cH:26][cH:27]3)[cH:20][cH:21]2)[c:5]([C:11](=[O:12])[O:13][CH2:14][CH3:15])[n:6]([CH3:10])[c:7]1[CH2:8][CH3:9].[CH2:30]1[O:31][CH2:32][CH2:33][CH2:34]1.[CH3:37][OH:38].[Li+:36].[OH-:35]>>[C:1](#[N:2])[c:3]1[c:4](-[c:16]2[cH:17][cH:18][c:19](-[c:22]3[c:23]([C:28]#[N:29])[cH:24][cH:25][cH:26][cH:27]3)[cH:20][cH:21]2)[c:5]([C:11](=[O:12])[OH:13])[n:6]([CH3:10])[c:7]1[CH2:8][CH3:9]. Starting materials: BrC(Br)(Br)Br, Cn1cc(CCCO)cn1, ClC(Cl)Cl. The product is Cn1cc(CCCBr)cn1. RXN SMILES: [C:11]([Br:12])([Br:13])([Br:14])[Br:15].[CH3:1][n:2]1[n:3][cH:4][c:5]([CH2:7][CH2:8][CH2:9][OH:10])[cH:6]1.[CH:16]([Cl:17])([Cl:18])[Cl:19]>>[CH3:1][n:2]1[n:3][cH:4][c:5]([CH2:7][CH2:8][CH2:9][Br:12])[cH:6]1. The reactants are C1C=2C=C3N(C2CCC1)C=CC=C3 (1,2,3,4,-tetrahydropyrido[1,2-a]indole), nitroolefin, C(C)N (ethylamine). Yields the product C1C=2C(=C3N(C2CCC1)C=CC=C3)CCN (2-(1,2,3,4-tetrahydropyrido[1,2-a]indol-10-yl)ethylamine). As a reaction SMILES: [CH2:1]1[CH2:9][CH2:8][CH2:7][C:6]2[N:5]3[CH:10]=[CH:11][CH:12]=[CH:13][C:4]3=[CH:3][C:2]1=2.[CH2:14]([NH2:16])[CH3:15]>>[CH2:1]1[CH2:9][CH2:8][CH2:7][C:6]2[N:5]3[CH:10]=[CH:11][CH:12]=[CH:13][C:4]3=[C:3]([CH2:15][CH2:14][NH2:16])[C:2]1=2. Procedure details: 2-Pyridylacetate (25 g, 150 mmol) and 2-chlorocyclohexanone were heated under reflux in dry benzene for 42 h. under a Dean Stark trap to remove water. Evaporation of the volatiles under reduced pressure gave a very thick red-brown oily residue. The residue was treated with toluene and filtered. The toluene filtrate was evaporated to give an orange-brown oil. The oil was purified on alumina eluting with 10% petroleum ether in toluene to give 2.7 g of 1,2,3,4-tetrahydropyrido[1,2-a]indol-10-carbox... The reactants are FC(C=1C=C(C=C(C1)C(F)(F)F)C(C(=O)N(C)C=1C=NC(=CC1C1=C(C=C(C=C1)F)C)Cl)(C)C)(F)F (2-[3,5-bis(trifluoromethyl)phenyl]-N-[6-chloro-4-(4-fluoro-2-methylphenyl)-3-pyridinyl]-N,2-dimethylpropanamide), C([O-])([O-])=O.[Cs+].[Cs+] (cesium carbonate), C1(CCCCC1)P(C1CCCCC1)C1=C(C=CC=C1)C1=C(C=CC=C1)N(C)C (dicyclohexylphosphino-2′-(N,N-dimethylamino)biphenyl), C1[C@@H]2N(C[C@@H](N1)CO)CCCC2 ((3R,9aR)-octahydro-2H-pyrido[1,2-a]pyrazin-3-ylmethanol), C1(CCCCC1)P(C1=C(C=CC=C1)C1=C(C=CC=C1)N(C)C)C1CCCCC1 (2-dicyclohexylphosphino-2′-(N,N-dimethylamino)biphenyl), crude material. Reagents/catalysts: C=1C=CC(=CC1)/C=C/C(=O)/C=C/C2=CC=CC=C2.C=1C=CC(=CC1)/C=C/C(=O)/C=C/C2=CC=CC=C2.[Pd] (bis(dibenzylideneacetone)palladium), C=1C=CC(=CC1)/C=C/C(=O)/C=C/C2=CC=CC=C2.C=1C=CC(=CC1)/C=C/C(=O)/C=C/C2=CC=CC=C2.[Pd] (bis(dibenzylideneacetone)palladium). The solvent is C1(=CC=CC=C1)C (toluene). Reaction conditions: temperature 140 celsius, time 4 hour. Product: FC(C=1C=C(C=C(C1)C(F)(F)F)C(C(=O)N(C)C=1C=NC(=CC1C1=C(C=C(C=C1)F)C)N1C[C@@H]2N(C[C@@H]1CO)CCC2)(C)C)(F)F (2-[3,5-Bis(trifluoromethyl)phenyl]-N-{4-(4-fluoro-2-methylphenyl)-6-[(3R,8aR)-3-(hydroxymethyl)hexahydropyrrolo[1,2-a]pyrazin-2(1H)-yl]-3-pyridinyl}-N,2-dimethylpropanamide). Yield: 27.8%. Reaction SMILES: [F:1][C:2]([F:36])([F:35])[C:3]1[CH:4]=[C:5]([C:13]([CH3:34])([CH3:33])[C:14]([N:16]([C:18]2[CH:19]=[N:20][C:21](Cl)=[CH:22][C:23]=2[C:24]2[CH:29]=[CH:28][C:27]([F:30])=[CH:26][C:25]=2[CH3:31])[CH3:17])=[O:15])[CH:6]=[C:7]([C:9]([F:12])([F:11])[F:10])[CH:8]=1.[CH2:37]1[NH:42][C@@H:41]([CH2:43][OH:44])[CH2:40][N:39]2C[CH2:46][CH2:47][CH2:48][C@H:38]12.C1(P(C2CCCCC2)C2C=CC=CC=2C2C=CC=CC=2N(C)C)CCCCC1.C(=O)([O-])[O-].[Cs+].[Cs+]>C1(C)C=CC=CC=1.C1C=CC(/C=C/C(/C=C/C2C=CC=CC=2)=O)=CC=1.C1C=CC(/C=C/C(/C=C/C2C=CC=CC=2)=O)=CC=1.[Pd]>[F:1][C:2]([F:36])([F:35])[C:3]1[CH:4]=[C:5]([C:13]([CH3:34])([CH3:33])[C:14]([N:16]([C:18]2[CH:19]=[N:20][C:21]([N:42]3[C@@H:41]([CH2:43][OH:44])[CH2:40][N:39]4[CH2:46][CH2:47][CH2:48][C@@H:38]4[CH2:37]3)=[CH:22][C:23]=2[C:24]2[CH:29]=[CH:28][C:27]([F:30])=[CH:26][C:25]=2[CH3:31])[CH3:17])=[O:15])[CH:6]=[C:7]([C:9]([F:12])([F:11])[F:10])[CH:8]=1 |f:3.4.5,7.8.9|. Procedure details: The title compound was prepared starting from 323 mg (0.608 mmoles) of 2-[3,5-bis(trifluoromethyl)phenyl]-N-[6-chloro-4-(4-fluoro-2-methylphenyl)-3-pyridinyl]-N,2-dimethylpropanamide (WO 2005/002577), 1.216 mg (0.160 mmol) of (3R,9aR)-octahydro-2H-pyrido[1,2-a]pyrazin-3-ylmethanol (Tetrahedron Asymmetry, 1996, 7(7), 1999-2005), 35 mg of bis(dibenzylideneacetone)palladium (0.061 mmol), 57 mg of 2-dicyclohexylphosphino-2′-(N,N-dimethylamino)biphenyl (0.145 mmol), 297 mg (0.912 mmol) of cesium carb... Reactants: FC1=CC=C(C=C1)N1C(C2=CC=CC=C2C(=C1/C=C/[C@@H]1C[C@H](CC(O1)=O)O)C(C)C)=O ((4R,6S)-(E)-6-[2-{2-(4-fluorophenyl)-4-isopropyl-1-oxo-1,2-dihydroisoquinolin-3-yl}ethen-1-yl]-4-hydroxy-3,4,5,6-tetrahydro-2H-pyran-2-one). Reagents/catalysts: [Pd] (palladium on charcoal). Run in ClCCl (dichloromethane), ClCCl (dichloromethane). Yields the product FC1=CC=C(C=C1)N1C(C2=CC=CC=C2C(=C1CC[C@@H]1C[C@H](CC(O1)=O)O)C(C)C)=O ((4R,6R)-6-[2-{2-(4-fluorophenyl)-4-isopropyl-1-oxo-1,2-dihydroisoquinolin-3-yl}ethyl]-4-hydroxy-3,4,5,6-tetrahydro-2H-pyran-2-one). Reaction SMILES: [F:1][C:2]1[CH:7]=[CH:6][C:5]([N:8]2[C:17](/[CH:18]=[CH:19]/[C@H:20]3[O:25][C:24](=[O:26])[CH2:23][C@H:22]([OH:27])[CH2:21]3)=[C:16]([CH:28]([CH3:30])[CH3:29])[C:15]3[C:10](=[CH:11][CH:12]=[CH:13][CH:14]=3)[C:9]2=[O:31])=[CH:4][CH:3]=1>ClCCl.[Pd]>[F:1][C:2]1[CH:7]=[CH:6][C:5]([N:8]2[C:17]([CH2:18][CH2:19][C@H:20]3[O:25][C:24](=[O:26])[CH2:23][C@H:22]([OH:27])[CH2:21]3)=[C:16]([CH:28]([CH3:29])[CH3:30])[C:15]3[C:10](=[CH:11][CH:12]=[CH:13][CH:14]=3)[C:9]2=[O:31])=[CH:4][CH:3]=1. Procedure: A solution of (4R,6S)-(E)-6-[2-{2-(4-fluorophenyl)-4-isopropyl-1-oxo-1,2-dihydroisoquinolin-3-yl}ethen-1-yl]-4-hydroxy-3,4,5,6-tetrahydro-2H-pyran-2-one (0.6 g) in dichloromethane (20 ml) was hydrogenated at atmospheric pressure over 5% palladium on charcoal catalyst for 36 hours. The mixture was diluted with dichloromethane (100 ml) and filtered through diatomaceous earth to remove the catalyst. The filtrate was evaporated to give a gum. The gum was purified by flash chromatography (silica, eth... Reactants: methyl 6-methyl-2,4-dioxo-cyclohexane carboxylate enolate, [Na] (sodium), C(CC(=O)C)(=O)OC (methyl acetoacetate), C(\C=C\C)(=O)OCC (Ethyl crotonate), product. The solvent is CO (methanol). Run at time 15 minute. Yields the product CC1CC(CC(C1C(=O)OC)=O)=O (Methyl 6-methyl-2,4-dioxo-cyclohexane carboxylate). Reaction SMILES: [Na].[C:2]([O:8][CH3:9])(=[O:7])[CH2:3][C:4]([CH3:6])=[O:5].[C:10](OCC)(=[O:14])/[CH:11]=[CH:12]/[CH3:13]>CO>[CH3:13][CH:12]1[CH:3]([C:2]([O:8][CH3:9])=[O:7])[C:4](=[O:5])[CH2:6][C:10](=[O:14])[CH2:11]1 |^1:0|. Reported procedure: To a freshly prepared solution of sodium (17.78 g, 0.77 gram-atom) in methanol (220 mL) is added methyl acetoacetate 89.66 g (0.77 mole) and the mixture is stirred on an ice bath 15 min after the addition. Ethyl crotonate (100 mL of a 96% product≈88.13 g (100%; 0.77 mole) is added dropwise and the mixture is stirred at room temperature for an additional 30 min. After refluxing (2 h), methyl 6-methyl-2,4-dioxo-cyclohexane carboxylate enolate, which separates, is filtered, and the solid residue is... The reactants are COC(=O)C=1N=C(C2=CC(=CC=C2C1O)OC1=CC=CC=C1)C#N (1-cyano-4-hydroxy-7-phenoxy-isoquinoline-3-carboxylic acid methyl ester), Cl.C(C)(C)(C)OC(C(CCC)CN)=O (2-aminomethyl-pentanoic acid tert-butyl ester HCl salt), C[O-].[Na+] (NaOMe). Solvent: CO (MeOH), CO (MeOH). Product: C(C)(C)(C)OC(C(CCC)CNC(=O)C=1N=C(C2=CC(=CC=C2C1O)OC1=CC=CC=C1)C#N)=O (2-{[(1-Cyano-4-hydroxy-7-phenoxy-isoquinoline-3-carbonyl)-amino]-methyl}-pentanoic acid tert-butyl ester). The yield is 21.6%. RXN SMILES: CO[C:3]([C:5]1[N:6]=[C:7]([C:23]#[N:24])[C:8]2[C:13]([C:14]=1[OH:15])=[CH:12][CH:11]=[C:10]([O:16][C:17]1[CH:22]=[CH:21][CH:20]=[CH:19][CH:18]=1)[CH:9]=2)=[O:4].Cl.[C:26]([O:30][C:31](=[O:38])[CH:32]([CH2:36][NH2:37])[CH2:33][CH2:34][CH3:35])([CH3:29])([CH3:28])[CH3:27].C[O-].[Na+]>CO>[C:26]([O:30][C:31](=[O:38])[CH:32]([CH2:36][NH:37][C:3]([C:5]1[N:6]=[C:7]([C:23]#[N:24])[C:8]2[C:13]([C:14]=1[OH:15])=[CH:12][CH:11]=[C:10]([O:16][C:17]1[CH:22]=[CH:21][CH:20]=[CH:19][CH:18]=1)[CH:9]=2)=[O:4])[CH2:33][CH2:34][CH3:35])([CH3:27])([CH3:28])[CH3:29] |f:1.2,3.4|. Procedure: A mixture of 1-cyano-4-hydroxy-7-phenoxy-isoquinoline-3-carboxylic acid methyl ester (138 mg), 2-aminomethyl-pentanoic acid tert-butyl ester HCl salt (96 mg) and NaOMe in MeOH (0.85 mL, 0.5 M solution) in MeOH (1 mL) was microwaved at 150° C. for 2 h. The mixture was cooled, concentrated with HOAc (0.1 mL), the residue was directly column purified to give the desired product (44 mg). LC MS ESI+: 476 (M+1)+. Starting materials: ClC=1SC(=CC1S(=O)(=O)F)S(=O)(=O)F (2-chloro-3,5-bisfluorosulphonylthiophene), C1N2CN3CN1CN(C2)C3 (hexamine), S(O)(O)(=O)=O (sulphuric acid). Run in CO (methanol). Reaction conditions: temperature 25 celsius. The product is NC=1SC(=CC1S(=O)(=O)F)S(=O)(=O)F (2-Amino-3,5-bisfluorosulphonylthiophene). Isolated yield 79.6%. RXN SMILES: Cl[C:2]1[S:3][C:4]([S:11]([F:14])(=[O:13])=[O:12])=[CH:5][C:6]=1[S:7]([F:10])(=[O:9])=[O:8].C1N2CN3CN(C2)C[N:16]1C3.S(=O)(=O)(O)O>CO>[NH2:16][C:2]1[S:3][C:4]([S:11]([F:14])(=[O:13])=[O:12])=[CH:5][C:6]=1[S:7]([F:10])(=[O:9])=[O:8]. Procedure: A mixture of 2-chloro-3,5-bisfluorosulphonylthiophene (8.5 g), hexamine (8.5 g) and methanol (90 ml) was stirred under reflux for one hour. The mixture was cooled to 25° C., poured into dilute sulphuric acid and extracted with ethyl acetate to give the product as an oil (6.3 g).